This data is from the Open Reaction Database (ORD), a public repository of structured organic reaction records. The task is: describe an organic reaction: reactants, conditions, products, and yield Reactants: COC1=CC=C(CN2N=C(C=CC2=O)C2=CC=CC=C2)C=C1 (2-(4-methoxybenzyl)-6-phenylpyridazin-3(2H)-one), B(Br)(Br)Br (boron tribromide). Run in C(Cl)Cl (DCM), C(Cl)Cl (DCM). Reaction conditions: temperature 0 celsius, time 3 hour. Yields the product OC1=CC=C(CN2N=C(C=CC2=O)C2=CC=CC=C2)C=C1 (2-(4-Hydroxybenzyl)-6-phenylpyridazin-3(2H)-one). Reaction SMILES: C[O:2][C:3]1[CH:22]=[CH:21][C:6]([CH2:7][N:8]2[C:13](=[O:14])[CH:12]=[CH:11][C:10]([C:15]3[CH:20]=[CH:19][CH:18]=[CH:17][CH:16]=3)=[N:9]2)=[CH:5][CH:4]=1.B(Br)(Br)Br>C(Cl)Cl>[OH:2][C:3]1[CH:4]=[CH:5][C:6]([CH2:7][N:8]2[C:13](=[O:14])[CH:12]=[CH:11][C:10]([C:15]3[CH:16]=[CH:17][CH:18]=[CH:19][CH:20]=3)=[N:9]2)=[CH:21][CH:22]=1. Procedure: To a stirring solution of 2-(4-methoxybenzyl)-6-phenylpyridazin-3(2H)-one (400 mg, 1368 mmol) in DCM (2.5 mL) at 0° C. under nitrogen was added boron tribromide (1294 μl, 13683 μmol) drop-wise over a 1 minute period. More DCM (10 mL) was added to the reaction to create a suspension and ice bath removed. After 3 hours, the reaction was chilled to 0° C. and quenched with methanol (5 mL). The pH was then adjusted to 14 with NaOH (1 M), then adjusted to 7 with HCl (5 M). The aqueous layer was then e... Starting materials: C(C1=CC=CC=C1)N(C1=CC2=C(C(C(O2)=O)C)C=C1C)CC1=CC=CC=C1 (6-dibenzylamino-3,5-dimethylbenzofuran-2(3H)-one), [H][H] (hydrogen). The reagents and catalysts are [Pd] (palladium-on-carbon). The solvent is O1CCOCC1 (dioxane). Product: NC1=CC2=C(C(C(O2)=O)C)C=C1C (6-amino-3,5-dimethylbenzofuran-2(3H)-one). RXN SMILES: C([N:8](CC1C=CC=CC=1)[C:9]1[C:19]([CH3:20])=[CH:18][C:12]2[CH:13]([CH3:17])[C:14](=[O:16])[O:15][C:11]=2[CH:10]=1)C1C=CC=CC=1.[H][H]>O1CCOCC1.[Pd]>[NH2:8][C:9]1[C:19]([CH3:20])=[CH:18][C:12]2[CH:13]([CH3:17])[C:14](=[O:16])[O:15][C:11]=2[CH:10]=1. Reported procedure: 4 g of 6-dibenzylamino-3,5-dimethylbenzofuran-2(3H)-one are dissolved in 40 ml of dioxane and reduction is carried out at room temperature, under normal pressure, with hydrogen and with 0.4 g of palladium-on-carbon. The mixture is then filtered, and the filtrate is concentrated to dryness by evaporation and recrystallised from methanol. In this manner 6-amino-3,5-dimethylbenzofuran-2(3H)-one having a melting point of 123°-124° C. is obtained.